This data is from the Open Reaction Database (ORD), a public repository of structured organic reaction records. The task is: describe an organic reaction: reactants, conditions, products, and yield The reactants are COc1c([N+](=O)[O-])c(C(=O)O)cc2nc(C(F)(F)F)ccc12, CCO. Reaction SMILES: [CH3:1][O:2][c:3]1[c:4]2[cH:5][cH:6][c:7]([C:19]([F:20])([F:21])[F:22])[n:8][c:9]2[cH:10][c:11]([C:16](=[O:17])[OH:18])[c:12]1[N+:13]([O-:14])=[O:15].[CH3:23][CH2:24][OH:25]>>[CH3:1][O:2][c:3]1[c:4]2[cH:5][cH:6][c:7]([C:19]([F:20])([F:21])[F:22])[n:8][c:9]2[cH:10][c:11]([C:16](=[O:17])[OH:18])[c:12]1[NH2:13]. The product is COc1c(N)c(C(=O)O)cc2nc(C(F)(F)F)ccc12. Starting materials: CC(C)[Si](N1C=C(C=C1)B(O)O)(C(C)C)C(C)C ([1-[tris(1-methylethyl)silyl]-1H-pyrrol-3-yl]-boronic acid), ClC1=NC(=NC=C1)SC (4-chloro-2-methylsulfanyl-pyrimidine), triisopropylsilyl. Yields the product CSC1=NC=CC(=N1)C1=CNC=C1 (2-Methylsulfanyl-4-(1H-pyrrol-3-yl)-pyrimidine). The yield is 95.0%. Reaction SMILES: CC([Si](C(C)C)(C(C)C)[N:5]1[CH:9]=[CH:8][C:7](B(O)O)=[CH:6]1)C.Cl[C:20]1[CH:25]=[CH:24][N:23]=[C:22]([S:26][CH3:27])[N:21]=1>>[CH3:27][S:26][C:22]1[N:23]=[C:24]([C:7]2[CH:8]=[CH:9][NH:5][CH:6]=2)[CH:25]=[CH:20][N:21]=1. Reported procedure: The title compound was prepared analogous to Step A of Method B, starting from [1-[tris(1-methylethyl)silyl]-1H-pyrrol-3-yl]-boronic acid and 4-chloro-2-methylsulfanyl-pyrimidine. Under the reaction conditions, the triisopropylsilyl protecting group was cleaved. Yield: 95%. The reactants are O=C([O-])[O-], CCC(C)=O, COC(=O)c1cc(C(C)=O)ccc1O, CCI, [K+], [K+]. Product: CCOc1ccc(C(C)=O)cc1C(=O)OC. RXN SMILES: [C:18](=[O:19])([O-:20])[O-:21].[CH3:24][C:25](=[O:26])[CH2:27][CH3:28].[CH3:4][O:5][C:6]([c:7]1[c:8]([OH:16])[cH:9][cH:10][c:11]([C:13]([CH3:14])=[O:15])[cH:12]1)=[O:17].[I:1][CH2:2][CH3:3].[K+:22].[K+:23]>>[CH2:2]([CH3:3])[O:16][c:8]1[c:7]([C:6]([O:5][CH3:4])=[O:17])[cH:12][c:11]([C:13]([CH3:14])=[O:15])[cH:10][cH:9]1. Reactants: C(C)OC(=O)[C@H]1[C@@H](CC(C1)O[Si](C)(C)C(C)(C)C)CO ((1R,2R)-4-(tert-butyl-dimethyl-silanyloxy)-2-hydroxymethyl-cyclopentanecarboxylic acid ethyl ester), N1=NC(=CC=C1O)O (pyridazine-3,6-diol). Product: C(C)OC(=O)[C@H]1[C@@H](CC(C1)O[Si](C)(C)C(C)(C)C)COC=1N=NC(=CC1)O ((1R,2R)-4-(tert-Butyl-dimethyl-silanyloxy)-2-(6-hydroxy-pyridazin-3-yloxymethyl)-cyclopentanecarboxylic acid ethyl ester). As a reaction SMILES: [CH2:1]([O:3][C:4]([C@@H:6]1[CH2:10][CH:9]([O:11][Si:12]([C:15]([CH3:18])([CH3:17])[CH3:16])([CH3:14])[CH3:13])[CH2:8][C@H:7]1[CH2:19][OH:20])=[O:5])[CH3:2].[N:21]1[C:26]([OH:27])=[CH:25][CH:24]=[C:23](O)[N:22]=1>>[CH2:1]([O:3][C:4]([C@@H:6]1[CH2:10][CH:9]([O:11][Si:12]([C:15]([CH3:16])([CH3:18])[CH3:17])([CH3:13])[CH3:14])[CH2:8][C@H:7]1[CH2:19][O:20][C:23]1[N:22]=[N:21][C:26]([OH:27])=[CH:25][CH:24]=1)=[O:5])[CH3:2]. Procedure details: The title compound was synthesized in analogy to Example 68/69, Step 5, from (1R,2R)-4-(tert-butyl-dimethyl-silanyloxy)-2-hydroxymethyl-cyclopentanecarboxylic acid ethyl ester (epimeric mixture, Example 69, Step 4) and pyridazine-3,6-diol to afford the desired product as a white gum. MS (EI): 385.3 (M−H)−.